From a dataset of the Open Reaction Database (ORD), a public repository of structured organic reaction records. describe an organic reaction: reactants, conditions, products, and yield The reactants are COC=1C=C(C=CC1N1C=NC(=C1)C)NC=1N=C(C2=C(N1)CCNC2)CC2=CC(=CC=C2)OC (N-(3-Methoxy-4-(4-methyl-1H-imidazol-1-yl)phenyl)-4-(3-methoxybenzyl)-5,6,7,8-tetrahydropyrido[4,3-d]pyrimidin-2-amine), C(C)(=O)OC(C)=O (acetic anhydride). Run in C(Cl)Cl (DCM). Product: COC=1C=C(C=CC1N1C=NC(=C1)C)NC=1N=C(C2=C(N1)CCN(C2)C(C)=O)CC2=CC(=CC=C2)OC (1-(2-(3-methoxy-4-(4-methyl-1H-imidazol-1-yl)phenylamino)-4-(3-methoxybenzyl)-7,8-dihydropyrido[4,3-d]pyrimidin-6(5H)-yl)ethanone). Yield: 16.7%. RXN SMILES: [CH3:1][O:2][C:3]1[CH:4]=[C:5]([NH:15][C:16]2[N:17]=[C:18]([CH2:26][C:27]3[CH:32]=[CH:31][CH:30]=[C:29]([O:33][CH3:34])[CH:28]=3)[C:19]3[CH2:25][NH:24][CH2:23][CH2:22][C:20]=3[N:21]=2)[CH:6]=[CH:7][C:8]=1[N:9]1[CH:13]=[C:12]([CH3:14])[N:11]=[CH:10]1.[C:35](OC(=O)C)(=[O:37])[CH3:36]>C(Cl)Cl>[CH3:1][O:2][C:3]1[CH:4]=[C:5]([NH:15][C:16]2[N:17]=[C:18]([CH2:26][C:27]3[CH:32]=[CH:31][CH:30]=[C:29]([O:33][CH3:34])[CH:28]=3)[C:19]3[CH2:25][N:24]([C:35](=[O:37])[CH3:36])[CH2:23][CH2:22][C:20]=3[N:21]=2)[CH:6]=[CH:7][C:8]=1[N:9]1[CH:13]=[C:12]([CH3:14])[N:11]=[CH:10]1. Reported procedure: N-(3-Methoxy-4-(4-methyl-1H-imidazol-1-yl)phenyl)-4-(3-methoxybenzyl)-5,6,7,8-tetrahydropyrido[4,3-d]pyrimidin-2-amine (137 mg, 0.3 mmol, example 95a) was dissolved in DCM (3 mL) and acetic anhydride (0.028 mL, 0.30 mmol) was added. The crude product was purified by preparative HPLC yielding 1-(2-(3-methoxy-4-(4-methyl-1H-imidazol-1-yl)phenylamino)-4-(3-methoxybenzyl)-7,8-dihydropyrido[4,3-d]pyrimidin-6(5H)-yl)ethanone (25.00 mg, 16.7%).